Dataset: the Open Reaction Database (ORD), a public repository of structured organic reaction records. Task: describe an organic reaction: reactants, conditions, products, and yield As a reaction SMILES: [Br:5][c:6]1[cH:7][cH:8][c:9]([C:10](=[O:11])[c:12]2[cH:13][cH:14][cH:15][cH:16][cH:17]2)[cH:18][cH:19]1.[CH3:20][CH2:21][O:22][C:23](=[O:24])[CH3:25].[CH:1]([O-:2])=[O:3].[NH4+:4]>>[NH2:4][CH:10]([c:9]1[cH:8][cH:7][c:6]([Br:5])[cH:19][cH:18]1)[c:12]1[cH:13][cH:14][cH:15][cH:16][cH:17]1. Starting materials: O=C(c1ccccc1)c1ccc(Br)cc1, CCOC(C)=O, O=C[O-], [NH4+]. The product is NC(c1ccccc1)c1ccc(Br)cc1.